Task: describe an organic reaction: reactants, conditions, products, and yield. Dataset: the Open Reaction Database (ORD), a public repository of structured organic reaction records Starting materials: [Br-], COc1cc(Br)ccc1OCC(=O)N(C)OC, C1CCOC1, [Mg+]C1CC1, [Cl-], [NH4+]. The product is COc1cc(Br)ccc1OCC(=O)C1CC1. RXN SMILES: [Br-:18].[Br:1][c:2]1[cH:3][c:4]([O:16][CH3:17])[c:5]([O:6][CH2:7][C:8](=[O:9])[N:10]([O:11][CH3:12])[CH3:13])[cH:14][cH:15]1.[CH2:25]1[O:26][CH2:27][CH2:28][CH2:29]1.[CH:19]1([Mg+:22])[CH2:20][CH2:21]1.[Cl-:23].[NH4+:24]>>[Br:1][c:2]1[cH:3][c:4]([O:16][CH3:17])[c:5]([O:6][CH2:7][C:8](=[O:9])[CH:19]2[CH2:20][CH2:21]2)[cH:14][cH:15]1. RXN SMILES: [N+:1](=[C:3]1[CH:12]=[CH:11][C:10]2[C:9]([S:13](Cl)(=[O:15])=[O:14])=[CH:8][CH:7]=[CH:6][C:5]=2[C:4]1=[O:17])=[N-:2].[K].[OH:19][C:20]1[CH:25]=[CH:24][C:23]([N:26]=[N+:27]=[N-:28])=[CH:22][CH:21]=1.Cl>O1CCOCC1.O>[N+:1](=[C:3]1[CH:12]=[CH:11][C:10]2[C:5](=[CH:6][CH:7]=[CH:8][C:9]=2[S:13]([O:19][C:20]2[CH:25]=[CH:24][C:23]([N:26]=[N+:27]=[N-:28])=[CH:22][CH:21]=2)(=[O:15])=[O:14])[C:4]1=[O:17])=[N-:2] |^1:17|. Reported procedure: 1,2-Dihydro-2-diazo-1-oxo-naphthalene-5-sulfonyl chloride (2.2 grams) is dissolved in dioxane (16 mls.) and the potassium salt of 4-hydroxyphenylazide (1.6 grams) in a mixture of water (4 ml.) and dioxane (4 ml.) is added gradually over a period of 10 minutes with stirring. The mixture is then stirred at room temperature (22°C) for 30 minutes to complete the reaction and then diluted with water (60 ml.) containing 3N hydrochloric acid (8 ml.). An oil separates out which solidifies on standing. T... Solvent: O (water), O1CCOCC1 (dioxane), O (water), O1CCOCC1 (dioxane). Reactants: [K] (potassium), OC1=CC=C(C=C1)N=[N+]=[N-] (4-hydroxyphenylazide), Cl (hydrochloric acid), [N+](=[N-])=C1C(C=2C=CC=C(C2C=C1)S(=O)(=O)Cl)=O (1,2-Dihydro-2-diazo-1-oxo-naphthalene-5-sulfonyl chloride). Product: [N+](=[N-])=C1C(C2=CC=CC(=C2C=C1)S(=O)(=O)OC1=CC=C(C=C1)N=[N+]=[N-])=O (2-diazo-1,2-dihydro-1-oxo-5-(4'-azidophenoxysulfonyl)naphthalene). The reactants are C(C1=CC=CC=C1)OCOC[C@@H](C(=O)OC)C (Methyl (S)-3-benzyloxymethyloxy-2-methylpropionate), [OH-].[Na+] (sodium hydroxide). Solvent: CO (methanol), O (water). Conditions: time 8 hour. Yields the product C(C1=CC=CC=C1)OCOC[C@@H](C(=O)O)C ((S)-3-benzyloxymethyloxy-2-methylpropionic acid). RXN SMILES: [CH2:1]([O:8][CH2:9][O:10][CH2:11][C@H:12]([CH3:17])[C:13]([O:15]C)=[O:14])[C:2]1[CH:7]=[CH:6][CH:5]=[CH:4][CH:3]=1.[OH-].[Na+]>CO.O>[CH2:1]([O:8][CH2:9][O:10][CH2:11][C@H:12]([CH3:17])[C:13]([OH:15])=[O:14])[C:2]1[CH:7]=[CH:6][CH:5]=[CH:4][CH:3]=1 |f:1.2|. Reported procedure: Methyl (S)-3-benzyloxymethyloxy-2-methylpropionate (1.20 g; 5 mmole) was dissolved in methanol (12 ml), and a lN sodium hydroxide solution (5.5 ml) was added thereto with ice-cooling, followed by stirring at room temperature for overnight. The reaction mixture was diluted with water (30 ml) and washed with ether (20 ml) two times. The aqueous layer was acidified with 6N hydrochloric acid with ice-cooling and extracted with ethyl acetate (30 ml) three times. The extracts were combined together, w... The reactants are COc1cc(Br)ccc1N, CN1CCCC1=O, [Cl-], [Cu]I, [K+], [K+], [Na+], O=C([O-])[O-], c1cn[nH]c1. The product is COc1cc(-n2cccn2)ccc1N. RXN SMILES: [Br:1][c:2]1[cH:3][c:4]([O:9][CH3:10])[c:5]([NH2:6])[cH:7][cH:8]1.[CH3:24][N:25]1[CH2:26][CH2:27][CH2:28][C:29]1=[O:30].[Cl-:22].[Cu:31][I:32].[K+:16].[K+:17].[Na+:23].[O-:18][C:19]([O-:20])=[O:21].[nH:11]1[n:12][cH:13][cH:14][cH:15]1>>[c:2]1(-[n:11]2[n:12][cH:13][cH:14][cH:15]2)[cH:3][c:4]([O:9][CH3:10])[c:5]([NH2:6])[cH:7][cH:8]1. The reactants are O (water), C([O-])([O-])=O.[K+].[K+] (potassium carbonate), Cl.CNC (dimethylamine hydrochloride), ClC[C@@H]([C@@H](CC)C1=CC(=CC=C1)OCC1=CC=CC=C1)C (1-[(1R,2R)-3-chloro-1-ethyl-2-methylpropyl]-3-(phenylmethoxy)benzene). The solvent is CN(C=O)C (N,N-dimethylformamide). Yields the product C(C)[C@H]([C@H](CN(C)C)C)C1=CC(=CC=C1)OCC1=CC=CC=C1 ((βR,γR)-γ-ethyl-N,N,β-trimethyl-3-(phenylmethoxy)benzenepropanamine). Yield: 90.0%. As a reaction SMILES: Cl[CH2:2][C@H:3]([CH3:21])[C@H:4]([C:7]1[CH:12]=[CH:11][CH:10]=[C:9]([O:13][CH2:14][C:15]2[CH:20]=[CH:19][CH:18]=[CH:17][CH:16]=2)[CH:8]=1)[CH2:5][CH3:6].C(=O)([O-])[O-].[K+].[K+].Cl.[CH3:29][NH:30][CH3:31].O>CN(C)C=O>[CH2:5]([C@@H:4]([C:7]1[CH:12]=[CH:11][CH:10]=[C:9]([O:13][CH2:14][C:15]2[CH:20]=[CH:19][CH:18]=[CH:17][CH:16]=2)[CH:8]=1)[C@@H:3]([CH3:21])[CH2:2][N:30]([CH3:31])[CH3:29])[CH3:6] |f:1.2.3,4.5|. Procedure details: The product of Example 42 (2.4 g, 8 mmol) was dissolved in N,N-dimethylformamide, potassium carbonate (2.7 g, 20 mmol) and dimethylamine hydrochloride (0.7 g, 8 mmol) were added therein, then it was reacted at room temperature for 12 hours. After that, the reaction solution was poured into water, the aqueous phase was extracted with dichloromethane twice, then the organic phases were combined, washed with saturated brine, dried over anhydrous sodium sulfate, concentrated, and separated through s...